This data is from the Open Reaction Database (ORD), a public repository of structured organic reaction records. The task is: describe an organic reaction: reactants, conditions, products, and yield Reactants: CO, CCOC(C)=O, CN(C)C(=O)COC(=O)c1ccc(Cl)cc1OCC(=O)N(C)C, Cl, [Li+], [OH-], O, O. The product is CN(C)C(=O)COc1cc(Cl)ccc1C(=O)O. As a reaction SMILES: [CH3:24][OH:25].[CH3:31][CH2:32][O:33][C:34](=[O:35])[CH3:36].[Cl:1][c:2]1[cH:3][c:4]([O:17][CH2:18][C:19](=[O:20])[N:21]([CH3:22])[CH3:23])[c:5]([C:6](=[O:7])[O:8][CH2:9][C:10]([N:11]([CH3:12])[CH3:13])=[O:14])[cH:15][cH:16]1.[ClH:29].[Li+:27].[OH-:26].[OH2:28].[OH2:30]>>[Cl:1][c:2]1[cH:3][c:4]([O:17][CH2:18][C:19](=[O:20])[N:21]([CH3:22])[CH3:23])[c:5]([C:6](=[O:7])[OH:8])[cH:15][cH:16]1.